This data is from the Open Reaction Database (ORD), a public repository of structured organic reaction records. The task is: describe an organic reaction: reactants, conditions, products, and yield Starting materials: Cl (hydrochloric acid), ClC1=C(C(=O)O)C=C(C=C1)I (2-Chloro-5-iodobenzoic acid), C(O)([O-])=O.[Na+] (sodium hydrogencarbonate), C(C=C)O (allyl alcohol). Reagents/catalysts: [Cl-].C(CCC)[N+](CCCC)(CCCC)CCCC (tetrabutylammonium chloride), Cl[Pd]Cl (PdCl2). The solvent is C(C)(=O)OCC (ethyl acetate), CN(C=O)C (N,N-dimethylformamide). Yields the product ClC1=C(C(=O)O)C=C(C=C1)CCC=O (2-Chloro-5-(3-oxopropyl)-benzoic acid). As a reaction SMILES: [Cl:1][C:2]1[CH:10]=[CH:9][C:8](I)=[CH:7][C:3]=1[C:4]([OH:6])=[O:5].C(=O)([O-])O.[Na+].[CH2:17]([OH:20])[CH:18]=[CH2:19].Cl>[Cl-].C([N+](CCCC)(CCCC)CCCC)CCC.CN(C)C=O.Cl[Pd]Cl.C(OCC)(=O)C>[Cl:1][C:2]1[CH:10]=[CH:9][C:8]([CH2:19][CH2:18][CH:17]=[O:20])=[CH:7][C:3]=1[C:4]([OH:6])=[O:5] |f:1.2,5.6|. Reported procedure: 2-Chloro-5-iodobenzoic acid (5.0 g), tetrabutylammonium chloride (5.0 g), sodium hydrogencarbonate (5.3 g) and allyl alcohol (1.6 ml) were combined in N,N-dimethylformamide (50 ml) and PdCl2 (0.6 g) was added under nitrogen. After 24 h ethyl acetate and 2M hydrochloric acid were added to the crude reaction mixture and the precipitated Pd filtered off. The organic phase was separated and washed thrice with 2M hydrochloric acid then once with brine and dried over magnesium sulfate, filtered and ev... The reactants are [Cl-], Fc1ccc(C[Mg+])c(F)c1, COC(=O)c1cc2c([nH]1)CCC2=O. The product is COC(=O)c1cc2c([nH]1)CCC2Cc1ccc(F)cc1F. Reaction SMILES: [Cl-:14].[F:15][c:16]1[c:17]([CH2:18][Mg+:19])[cH:20][cH:21][c:22]([F:24])[cH:23]1.[O:1]=[C:2]1[CH2:3][CH2:4][c:5]2[nH:6][c:7]([C:10](=[O:11])[O:12][CH3:13])[cH:8][c:9]21>>[CH:2]1([CH2:18][c:17]2[c:16]([F:15])[cH:23][c:22]([F:24])[cH:21][cH:20]2)[CH2:3][CH2:4][c:5]2[nH:6][c:7]([C:10](=[O:11])[O:12][CH3:13])[cH:8][c:9]21.